This data is from the Open Reaction Database (ORD), a public repository of structured organic reaction records. The task is: describe an organic reaction: reactants, conditions, products, and yield The reactants are CC(C)(C#N)c1cccc(C(=O)Nc2cccc(Oc3ccc([N+](=O)[O-])cc3)c2)c1, C, CO, C1CCOC1, [Pd]. The product is CC(C)(C#N)c1cccc(C(=O)Nc2cccc(Oc3ccc(N)cc3)c2)c1. RXN SMILES: [C:1](#[N:2])[C:3]([CH3:4])([CH3:5])[c:6]1[cH:7][c:8]([C:9](=[O:10])[NH:11][c:12]2[cH:13][c:14]([O:18][c:19]3[cH:20][cH:21][c:22]([N+:25]([O-:26])=[O:27])[cH:23][cH:24]3)[cH:15][cH:16][cH:17]2)[cH:28][cH:29][cH:30]1.[C:38].[CH3:36][OH:37].[O:31]1[CH2:32][CH2:33][CH2:34][CH2:35]1.[Pd:39]>>[C:1](#[N:2])[C:3]([CH3:4])([CH3:5])[c:6]1[cH:7][c:8]([C:9](=[O:10])[NH:11][c:12]2[cH:13][c:14]([O:18][c:19]3[cH:20][cH:21][c:22]([NH2:25])[cH:23][cH:24]3)[cH:15][cH:16][cH:17]2)[cH:28][cH:29][cH:30]1. Starting materials: CN=C=O, c1ccccc1, c1ccn(Nc2ccncc2)c1. Yields the product CNC(=O)N(c1ccncc1)n1cccc1. RXN SMILES: [CH3:13][N:14]=[C:15]=[O:16].[cH:17]1[cH:18][cH:19][cH:20][cH:21][cH:22]1.[n:1]1([NH:6][c:7]2[cH:8][cH:9][n:10][cH:11][cH:12]2)[cH:2][cH:3][cH:4][cH:5]1>>[n:1]1([N:6]([c:7]2[cH:8][cH:9][n:10][cH:11][cH:12]2)[C:15]([NH:14][CH3:13])=[O:16])[cH:2][cH:3][cH:4][cH:5]1. Starting materials: C(C)(=O)N1CCN(CC1)C1=CC(=C(C=C1)[N+](=O)[O-])C (1-Acetyl-4-(3-methyl-4-nitrophenyl)piperazine). The reagents and catalysts are [Pd] (palladium on carbon). Run in C(C)O (ethanol). Product: C(C)(=O)N1CCN(CC1)C1=CC(=C(C=C1)N)C (1-Acetyl-4-(4-amino-3-methylphenyl)piperazine). Yield: 94.8%. As a reaction SMILES: [C:1]([N:4]1[CH2:9][CH2:8][N:7]([C:10]2[CH:15]=[CH:14][C:13]([N+:16]([O-])=O)=[C:12]([CH3:19])[CH:11]=2)[CH2:6][CH2:5]1)(=[O:3])[CH3:2]>[Pd].C(O)C>[C:1]([N:4]1[CH2:5][CH2:6][N:7]([C:10]2[CH:15]=[CH:14][C:13]([NH2:16])=[C:12]([CH3:19])[CH:11]=2)[CH2:8][CH2:9]1)(=[O:3])[CH3:2]. Procedure: 1-Acetyl-4-(3-methyl-4-nitrophenyl)piperazine (0.5 g) and 5% palladium on carbon (0.1 g) in ethanol (20 ml) were hydrogenated at 60° and 60 p.s.i for 2 hours after which the catalyst was filtered off and the filtrate evaporated. The residue was partitioned between dichloromethane and water, and the aqueous layer extracted two more times with dichloromethane. The combined organic layers yielded 0.42 g of residue (of the title compound) on evaporation. This was recrystallized, m.p. 126°-9° (methan... Starting materials: CN(C=O)C (dimethylformamide), OC=1C=C2C=CC(NC2=CC1)=O (6-hydroxycarbostyril), C(=O)([O-])[O-].[K+].[K+] (K2CO3), OCCN(C(CCCCl)=O)C1CCCCC1 (N-(2-hydroxyethyl)-N-(4-chlorobutyryl)cyclohexylamine). Solvent: C(Cl)(Cl)Cl (chloroform). Procedure: Into 50 ml of dimethylformamide were added 1.73 g of 6-hydroxycarbostyril, 1.8 g of K2CO3 and 0.5 g of KI. The mixture was heating at 60°-70° C. under stirring, then 3.2 g of N-(2-hydroxyethyl)-N-(4-chlorobutyryl)cyclohexylamine was added dropwise gradually thereto. After the addition operation, the reaction mixture was further stirred at the same temperature for 4 hours. Then the solvent was removed by distillation and the residue thus obtained was dissolved in 200 ml of chloroform and the chlo... As a reaction SMILES: CN(C)C=O.[OH:6][C:7]1[CH:8]=[C:9]2[C:14](=[CH:15][CH:16]=1)[NH:13][C:12](=[O:17])[CH:11]=[CH:10]2.C([O-])([O-])=O.[K+].[K+].[OH:24][CH2:25][CH2:26][N:27]([CH:34]1[CH2:39][CH2:38][CH2:37][CH2:36][CH2:35]1)[C:28](=[O:33])[CH2:29][CH2:30][CH2:31]Cl>C(Cl)(Cl)Cl>[OH:24][CH2:25][CH2:26][N:27]([CH:34]1[CH2:35][CH2:36][CH2:37][CH2:38][CH2:39]1)[C:28]([CH2:29][CH2:30][CH2:31][O:6][C:7]1[CH:8]=[C:9]2[C:14](=[CH:15][CH:16]=1)[NH:13][C:12](=[O:17])[CH:11]=[CH:10]2)=[O:33] |f:2.3.4|. Yields the product OCCN(C(=O)CCCOC=1C=C2C=CC(NC2=CC1)=O)C1CCCCC1 (6-{3-[N-(2-hydroxyethyl)-N-cyclohexylaminocarbonyl]propoxy}carbostyril). Isolated yield 12.5%.